Task: describe an organic reaction: reactants, conditions, products, and yield. Dataset: the Open Reaction Database (ORD), a public repository of structured organic reaction records Starting materials: CrO3 H2SO4 H2O, ice, C(C=C)(=O)OCCCCCCOC1=CC=C(C=C1)C(=O)OC1=C(C=O)C=C(C=C1)OC(=O)C1=CC=C(C=C1)OCCCCCCOC(C=C)=O (2,5-di-[4-(6-acryloyloxyhexyloxy)phenylcarbonyloxy]benzaldehyde), CC(=O)C (acetone). Run at time 8 hour. The product is C(C=C)(=O)OCCCCCCOC1=CC=C(C=C1)C(=O)OC1=C(C(=O)O)C=C(C=C1)OC(=O)C1=CC=C(C=C1)OCCCCCCOC(C=C)=O (2,5-di-[4-(6-acryloyloxyhexyloxy)phenylcarbonyloxy]benzoic acid). RXN SMILES: [C:1]([O:5][CH2:6][CH2:7][CH2:8][CH2:9][CH2:10][CH2:11][O:12][C:13]1[CH:18]=[CH:17][C:16]([C:19]([O:21][C:22]2[CH:29]=[CH:28][C:27]([O:30][C:31]([C:33]3[CH:38]=[CH:37][C:36]([O:39][CH2:40][CH2:41][CH2:42][CH2:43][CH2:44][CH2:45][O:46][C:47](=[O:50])[CH:48]=[CH2:49])=[CH:35][CH:34]=3)=[O:32])=[CH:26][C:23]=2[CH:24]=[O:25])=[O:20])=[CH:15][CH:14]=1)(=[O:4])[CH:2]=[CH2:3].CC(C)=[O:53]>>[C:1]([O:5][CH2:6][CH2:7][CH2:8][CH2:9][CH2:10][CH2:11][O:12][C:13]1[CH:14]=[CH:15][C:16]([C:19]([O:21][C:22]2[CH:29]=[CH:28][C:27]([O:30][C:31]([C:33]3[CH:34]=[CH:35][C:36]([O:39][CH2:40][CH2:41][CH2:42][CH2:43][CH2:44][CH2:45][O:46][C:47](=[O:50])[CH:48]=[CH2:49])=[CH:37][CH:38]=3)=[O:32])=[CH:26][C:23]=2[C:24]([OH:53])=[O:25])=[O:20])=[CH:17][CH:18]=1)(=[O:4])[CH:2]=[CH2:3]. Reported procedure: Jones oxidant (CrO3/H2SO4/H2O) (48 ml) was added to a ice-cooled solution of 2,5-di-[4-(6-acryloyloxyhexyloxy)phenylcarbonyloxy]benzaldehyde (8.24 g, 12 mmol) in acetone (300 ml) in a dropwise fashion over a period of 30 min. The reaction mixture was stirred overnight at room temperature. The resulting green-orange mixture was filtered off to leave a green precipitate that was washed with 600 ml of ether. The combined organic solutions were washed with water until the orange coloration disappear... Reactants: BrC1=CC(=C(C=C1)CNS(=O)(=O)CC1=CC=CC=C1)F (N-[(4-bromo-2-fluoro-phenyl)methyl]-1-phenyl-methanesulfonamide), [H-].[Na+] (sodium hydride), O (Water), FC(S(=O)(=O)OCC(F)(F)F)(F)F (2,2,2-Trifluoroethyl trifluoromethanesulfonate). Run in CN(C(C)=O)C (N,N-dimethylacetamide), CCOC(=O)C (EtOAc). Conditions: time 30 minute. The product is BrC1=CC(=C(C=C1)CN(S(=O)(=O)CC1=CC=CC=C1)CC(F)(F)F)F (N-[(4-bromo-2-fluoro-phenyl)methyl]-1-phenyl-N-(2,2,2-trifluoroethyl)methanesulfonamide). Yield: 88.9%. Reaction SMILES: [Br:1][C:2]1[CH:7]=[CH:6][C:5]([CH2:8][NH:9][S:10]([CH2:13][C:14]2[CH:19]=[CH:18][CH:17]=[CH:16][CH:15]=2)(=[O:12])=[O:11])=[C:4]([F:20])[CH:3]=1.[H-].[Na+].FC(F)(F)S(O[CH2:29][C:30]([F:33])([F:32])[F:31])(=O)=O.O>CN(C)C(=O)C.CCOC(C)=O>[Br:1][C:2]1[CH:7]=[CH:6][C:5]([CH2:8][N:9]([CH2:29][C:30]([F:33])([F:32])[F:31])[S:10]([CH2:13][C:14]2[CH:15]=[CH:16][CH:17]=[CH:18][CH:19]=2)(=[O:12])=[O:11])=[C:4]([F:20])[CH:3]=1 |f:1.2|. Procedure: To a solution of N-[(4-bromo-2-fluoro-phenyl)methyl]-1-phenyl-methanesulfonamide (4.21 g, 11.8 mmol) in N,N-dimethylacetamide (40 mL) was added sodium hydride (60% in mineral oil) (611 mg, 15.3 mmol) and the reaction was stirred at ambient temperature for 30 minutes. 2,2,2-Trifluoroethyl trifluoromethanesulfonate (2.0 mL, 14.1 mmol) was then slowly added (exothermic) and the reaction was stirred at ambient temperature for 2.5 hours. Water was added and the reaction was diluted with EtOAc, washed... Starting materials: C(C)(=O)OO (peracetic acid), CC(OCC(OC(C)=O)COC(C)=O)=O (triacetin), C(=O)([O-])[O-].C(=O)([O-])[O-].OO.OO.OO.[Na+].[Na+].[Na+].[Na+] (sodium percarbonate). Yields the product CC(OCC(OC(C)=O)COC(C)=O)=O (triacetin), OO (hydrogen peroxide). As a reaction SMILES: [CH3:1][C:2](=[O:15])[O:3][CH2:4][CH:5]([CH2:10][O:11][C:12](=[O:14])[CH3:13])[O:6][C:7](=[O:9])[CH3:8].C([O-])([O-])=O.C([O-])([O-])=O.OO.OO.OO.[Na+].[Na+].[Na+].[Na+].C([O:37][OH:38])(=O)C>>[CH3:13][C:12](=[O:14])[O:11][CH2:10][CH:5]([CH2:4][O:3][C:2](=[O:15])[CH3:1])[O:6][C:7](=[O:9])[CH3:8].[OH:37][OH:38] |f:1.2.3.4.5.6.7.8.9|. Procedure details: The procedures described in Example 44 and Example 45 were repeated using total protein from a heat-treated, centrifuged cell extract supernatant from a transformant expressing perhydrolase (SEQ ID NO. 82) from Thermotoga lettingae (KLP18/pSW220, Example 42) or a transformant expressing perhydrolase (SEQ ID NO. 90) from Thermotoga petrophila (KLP18/pSW222, Example 43), except that sodium percarbonate (˜25 wt % H2O2) was substituted for aqueous hydrogen peroxide to produce an initial concentratio... Starting materials: CC(=O)OCCc1cc(S(=O)(=O)Cl)c2ccccc2c1Br, O=[N+]([O-])O, O=C(O)C(F)(F)F, O=S(=O)(O)O. The product is CC(=O)OCCc1cc(S(=O)(=O)Cl)c2c([N+](=O)[O-])cccc2c1Br. RXN SMILES: [C:1]([CH3:2])(=[O:3])[O:4][CH2:5][CH2:6][c:7]1[cH:8][c:9]([S:18](=[O:19])(=[O:20])[Cl:21])[c:10]2[cH:11][cH:12][cH:13][cH:14][c:15]2[c:16]1[Br:17].[OH:27][N+:28]([O-:29])=[O:30].[OH:31][C:32]([C:33]([F:34])([F:35])[F:36])=[O:37].[S:22](=[O:23])(=[O:24])([OH:25])[OH:26]>>[C:1]([CH3:2])(=[O:3])[O:4][CH2:5][CH2:6][c:7]1[cH:8][c:9]([S:18](=[O:19])(=[O:20])[Cl:21])[c:10]2[c:11]([N+:28](=[O:27])[O-:29])[cH:12][cH:13][cH:14][c:15]2[c:16]1[Br:17].